This data is from the Open Reaction Database (ORD), a public repository of structured organic reaction records. The task is: describe an organic reaction: reactants, conditions, products, and yield Starting materials: O (water), N1CCC=CC1 (1,2,3,6-Tetrahydropyridine), BrC1=C(N=NC(=C1)Cl)Cl (4-bromo-3,6-dichloropyridazine), C([O-])([O-])=O.[K+].[K+] (potassium carbonate). Solvent: CN(C)C=O (DMF). Conditions: time 5 hour. The product is ClC=1N=NC(=CC1N1CCC=CC1)Cl (3,6-Dichloro-4-(3,6-dihydro-2H-pyridin-1-yl)pyridazine). Isolated yield 97.0%. RXN SMILES: [NH:1]1[CH2:6][CH:5]=[CH:4][CH2:3][CH2:2]1.Br[C:8]1[CH:13]=[C:12]([Cl:14])[N:11]=[N:10][C:9]=1[Cl:15].C(=O)([O-])[O-].[K+].[K+].O>CN(C=O)C>[Cl:15][C:9]1[N:10]=[N:11][C:12]([Cl:14])=[CH:13][C:8]=1[N:1]1[CH2:2][CH:3]=[CH:4][CH2:5][CH2:6]1 |f:2.3.4|. Reported procedure: 1,2,3,6-Tetrahydropyridine, (1.04 ml) was added to a stirred solution/suspension of 4-bromo-3,6-dichloropyridazine (2.0 g, 8.8 mmol) and potassium carbonate (2.4 g) in dry DMF (10 ml) at room temperature under nitrogen. The mixture was stirred at room temperature for 5 hours. The reaction was poured into water (100 ml) and extracted with ethyl acetate (×3). The combined extracts were washed with water (200 ml), brine, dried (MgSO4), filtered and evaporated. The residue was triturated with ether/... Product: CC1=C(C=O)C(=CC(=C1)C)OC (2,4-dimethyl-6-methoxybenzaldehyde). The yield is 88.5%. Reaction conditions: time 48 hour. Reported procedure: Dimethylsulfate (16.4 g; 130 mmole) and potassium carbonate (20.7 g; 150 mmole) were added to a solution of 2,4-dimethyl-6-hydroxybenzaldehyde (20.0 g; 130 mmole) in acetone (200 ml). The mixture was heated under reflux with stirring for 48 hours and then evaporated to dryness. The residue was dissolved in dichloromethane and washed successively with water, aqueous sodium hydroxide (1M) and water, and then was dried over anhydrous sodium sulfate. The solvent was evaporated under reduced pressure... RXN SMILES: COS([O:6][CH3:7])(=O)=O.C(=O)([O-])[O-].[K+].[K+].[CH3:14][C:15]1[CH:22]=[C:21]([CH3:23])[CH:20]=[C:19](O)[C:16]=1[CH:17]=[O:18]>CC(C)=O>[CH3:14][C:15]1[CH:22]=[C:21]([CH3:23])[CH:20]=[C:19]([O:6][CH3:7])[C:16]=1[CH:17]=[O:18] |f:1.2.3|. Reactants: COS(=O)(=O)OC (Dimethylsulfate), C([O-])([O-])=O.[K+].[K+] (potassium carbonate), CC1=C(C=O)C(=CC(=C1)C)O (2,4-dimethyl-6-hydroxybenzaldehyde). The solvent is CC(=O)C (acetone). The reactants are ester, COC(C1=C(C=CC(=C1)C=1SC=C(N1)C1=CC(=C(C=C1)Cl)Cl)Br)=O (2-bromo-5-[4-(3,4-dichloro-phenyl)-thiazol-2-yl]-benzoic acid methyl ester), COC(C1=C(C=CC(=C1)C=1SC=C(N1)C1=CC(=C(C=C1)Cl)Cl)Br)=O (2-bromo-5-[4-(3,4-dichloro-phenyl)-thiazol-2-yl]-benzoic acid methyl ester), C(#N)C1=CC=CC(=N1)B(O)O (6-cyanopyridine-2-boronic acid). The product is C(#N)C1=CC=CC(=N1)C1=C(C(=O)O)C=C(C=C1)C=1SC=C(N1)C1=CC(=C(C=C1)Cl)Cl (2-(6-cyano-pyridin-2-yl)-5-[4-(3,4-dichloro-phenyl)-thiazol-2-yl]-benzoic acid). The yield is 15.5%. Reaction SMILES: C[O:2][C:3](=[O:24])[C:4]1[CH:9]=[C:8]([C:10]2[S:11][CH:12]=[C:13]([C:15]3[CH:20]=[CH:19][C:18]([Cl:21])=[C:17]([Cl:22])[CH:16]=3)[N:14]=2)[CH:7]=[CH:6][C:5]=1Br.[C:25]([C:27]1[N:32]=[C:31](B(O)O)[CH:30]=[CH:29][CH:28]=1)#[N:26]>>[C:25]([C:27]1[N:32]=[C:31]([C:5]2[CH:6]=[CH:7][C:8]([C:10]3[S:11][CH:12]=[C:13]([C:15]4[CH:20]=[CH:19][C:18]([Cl:21])=[C:17]([Cl:22])[CH:16]=4)[N:14]=3)=[CH:9][C:4]=2[C:3]([OH:2])=[O:24])[CH:30]=[CH:29][CH:28]=1)#[N:26]. Reported procedure: Using the conditions of General Procedure B for Suzuki Coupling and Hydrolysis in Parallel Mode, 2-bromo-5-[4-(3,4-dichloro-phenyl)-thiazol-2-yl]-benzoic acid methyl ester (which may be prepared as described for Intermediate 6; 89 mg, 0.2 mmol) was reacted with and 6-cyanopyridine-2-boronic acid (available from CombiPhos Catalysts, Inc.; 59 mg, 0.4 mmol). The resulting ester was hydrolyzed and the acid was purified to give 2-(6-cyano-pyridin-2-yl)-5-[4-(3,4-dichloro-phenyl)-thiazol-2-yl]-benzoic...